Dataset: the Open Reaction Database (ORD), a public repository of structured organic reaction records. Task: describe an organic reaction: reactants, conditions, products, and yield Starting materials: [Si](C)(C)(C(C)(C)C)OC1=C(C=C(C(=O)OC)C=C1)C1CCCC1 (methyl 4-((tert-butyldimethylsilyl)oxy)-3-cyclopentylbenzoate), [H-] (hydride), C(=O)([O-])C(O)C(O)C(=O)[O-].[Na+].[K+] (potassium sodium tartrate). Solvent: C1(=CC=CC=C1)C (toluene), C1(=CC=CC=C1)C (toluene). Conditions: temperature 0 celsius, time 30 minute. Product: [Si](C)(C)(C(C)(C)C)OC1=C(C=C(CO)C=C1)C1CCCC1 (4-((tert-butyldimethylsilyl)oxy)-3-cyclopentylbenzyl alcohol). Yield: 82.1%. RXN SMILES: [Si:1]([O:8][C:9]1[CH:18]=[CH:17][C:12]([C:13](OC)=[O:14])=[CH:11][C:10]=1[CH:19]1[CH2:23][CH2:22][CH2:21][CH2:20]1)([C:4]([CH3:7])([CH3:6])[CH3:5])([CH3:3])[CH3:2].[H-].C(C(C(C([O-])=O)O)O)([O-])=O.[Na+].[K+]>C1(C)C=CC=CC=1>[Si:1]([O:8][C:9]1[CH:18]=[CH:17][C:12]([CH2:13][OH:14])=[CH:11][C:10]=1[CH:19]1[CH2:23][CH2:22][CH2:21][CH2:20]1)([C:4]([CH3:7])([CH3:6])[CH3:5])([CH3:3])[CH3:2] |f:2.3.4|. Reported procedure: To a 100 mL 3-necked flask equipped with a magnetic stirrer and a nitrogen inlet were added 2.58 g of methyl 4-((tert-butyldimethylsilyl)oxy)-3-cyclopentylbenzoate and 15 mL of anhydrous toluene. The solution was cooled in an ice water bath and was treated with 19.3 mL of 1M diisobutylaluninum hydride in toluene (Aldrich). The solution was stirred at 0° C. for 30 min and was allowed to warm to RT. After 2 h at RT the solution was poured into 130 mL of saturated aqueous potassium sodium tartrate ... Reactants: C(CCCCCC)C1=CC=C(C(=O)N2CC3=C(CC2)C=CO3)C=C1 (6-(4-heptylbenzoyl)-4,5,6,7-tetrahydrofuro[2,3-c]pyridine), CNC (dimethylamine), C=O (formaldehyde), CNC (dimethylamine), C=O (formaldehyde). Solvent: C(C)(=O)O (acetic acid). Run at temperature 100 celsius, time 60 minute. Product: CN(C)CC1=CC2=C(CN(CC2)C(C2=CC=C(C=C2)CCCCCCC)=O)O1 (N,N-dimethyl-[6-(4-heptylbenzoyl)-4,5,6,7-tetrahydrofuro[2,3-c]pyridin-2-ylmethyl]amine). As a reaction SMILES: [CH2:1]([C:8]1[CH:24]=[CH:23][C:11]([C:12]([N:14]2[CH2:19][CH2:18][C:17]3[CH:20]=[CH:21][O:22][C:16]=3[CH2:15]2)=[O:13])=[CH:10][CH:9]=1)[CH2:2][CH2:3][CH2:4][CH2:5][CH2:6][CH3:7].[CH3:25][NH:26][CH3:27].[CH2:28]=O>C(O)(=O)C>[CH3:25][N:26]([CH2:28][C:21]1[O:22][C:16]2[CH2:15][N:14]([C:12](=[O:13])[C:11]3[CH:23]=[CH:24][C:8]([CH2:1][CH2:2][CH2:3][CH2:4][CH2:5][CH2:6][CH3:7])=[CH:9][CH:10]=3)[CH2:19][CH2:18][C:17]=2[CH:20]=1)[CH3:27]. Reported procedure: To a solution of 0.260 g (0.799 mmol) of 6-(4-heptylbenzoyl)-4,5,6,7-tetrahydrofuro[2,3-c]pyridine in 20 ml of acetic acid, 0.108 ml (1.20 mmol) of 50% aqueous dimethylamine and 0.097 ml (1.20 mmol) of 37% aqueous formaldehyde were added, followed by stirring at 100° C. for 60 minutes. Additionally, 0.072 ml (0.799 mmol) of 50% aqueous dimethylamine and 0.064 ml (0.799 mmol) of 37% aqueous formaldehyde were added, followed by stirring for 30 minutes. After the solvent was distilled off under red... The reactants are Cl.C(C(=C)C)(=O)OCCN (2-Aminoethyl methacrylate hydrochloride), ClCCS(=O)(=O)Cl (2-chloroethanesulfonyl chloride). Yields the product C(C(=C)C)(=O)OCCNS(=O)(=O)CCCl (2-(2-chloroethylsulfonylamino)ethyl methacrylate). As a reaction SMILES: Cl.[C:2]([O:7][CH2:8][CH2:9][NH2:10])(=[O:6])[C:3]([CH3:5])=[CH2:4].[Cl:11][CH2:12][CH2:13][S:14](Cl)(=[O:16])=[O:15]>>[C:2]([O:7][CH2:8][CH2:9][NH:10][S:14]([CH2:13][CH2:12][Cl:11])(=[O:16])=[O:15])(=[O:6])[C:3]([CH3:5])=[CH2:4] |f:0.1|. Procedure: 2-Aminoethyl methacrylate hydrochloride is condensed with 2-chloroethanesulfonyl chloride to produce the 2-(2-chloroethylsulfonylamino)ethyl methacrylate. ##STR23## The reactants are C1(=CC=CC=C1)NN (phenylhydrazine), Cl (hydrochloric acid), FC(C(CC(=O)OCC)=O)(F)F (ethyl trifluoroacetoacetate). Run in C(C)O (ethanol). Product: C1(=CC=CC=C1)N1N=C(C=C1O)C(F)(F)F (1-phenyl-3-trifluoromethyl-1H-pyrazol-5-ol). The yield is 87.9%. As a reaction SMILES: [C:1]1([NH:7][NH2:8])[CH:6]=[CH:5][CH:4]=[CH:3][CH:2]=1.Cl.[F:10][C:11]([F:21])([F:20])[C:12](=O)[CH2:13][C:14](OCC)=[O:15]>C(O)C>[C:1]1([N:7]2[C:14]([OH:15])=[CH:13][C:12]([C:11]([F:21])([F:20])[F:10])=[N:8]2)[CH:6]=[CH:5][CH:4]=[CH:3][CH:2]=1. Procedure: 20 g (184.9 mmoles) of phenylhydrazine and 4 ml of concentrated hydrochloric acid were added to a solution of 34.1 g (184.9 mmoles) of ethyl trifluoroacetoacetate dissolved in 500 ml of ethanol. The mixture was refluxed for 1 hour with heating, to give rise to a reaction. After the completion of the reaction, the reaction mixture was subjected to vacuum distillation to remove the most part of the solvent contained therein. The residue was mixed with water to precipitate crystals. The crystals we... Reactants: NaS2O3, CCOC(=O)C (EtOAc), C1(=CC=CC=C1)C1=C(N=CO1)C(=O)OCC (Ethyl 5-phenyl-1,3-oxazole-4-carboxylate), C[Si](C)(C)[NH-].[Li+] (lithium (trimethylsilyl)amide), II (iodine). Solvent: hexanes, C1CCOC1 (THF), C1CCOC1 (THF). Run at time 1.5 hour. Yields the product IC=1OC(=C(N1)C(=O)OCC)C1=CC=CC=C1 (Ethyl 2-iodo-5-phenyl-1,3-oxazole-4-carboxylate). Yield: 82.0%. RXN SMILES: [C:1]1([C:7]2[O:11][CH:10]=[N:9][C:8]=2[C:12]([O:14][CH2:15][CH3:16])=[O:13])[CH:6]=[CH:5][CH:4]=[CH:3][CH:2]=1.C[Si]([NH-])(C)C.[Li+].[I:23]I.CCOC(C)=O>C1COCC1>[I:23][C:10]1[O:11][C:7]([C:1]2[CH:2]=[CH:3][CH:4]=[CH:5][CH:6]=2)=[C:8]([C:12]([O:14][CH2:15][CH3:16])=[O:13])[N:9]=1 |f:1.2|. Procedure details: To a solution of ethyl 5-phenyl-1,3-oxazole-4-carboxylate (Example 73, 0.921 mmol, 1 eq.) in THF (7 mL) at −78° C. was added a solution of lithium (trimethylsilyl)amide in THF (1 M in THF, 1.11 mmol, 1.2 eq.) dropwise by syringe. The resulting solution was stirred at −78° C. for 1 hour at which time a solution of iodine (1.38 mmol, 1.5 eq. in 2 mL of THF) was added dropwise by a syringe. The reaction mixture was allowed to warm to room temperature and stirred at this temperature for 1.5 hours. T... The reactants are C1(=CC=CC=C1)O (phenol), [H-].[Na+] (sodium hydride), ClC1=C(C=C(C=C1)Cl)[N+](=O)[O-] (2,5-dichloronitrobenzene). Solvent: CN(C)C=O (DMF), CN(C)C=O (DMF). Reaction conditions: time 16 hour. The product is ClC1=CC(=C(C=C1)OC1=CC=CC=C1)[N+](=O)[O-] (4-chloro-2-nitro-1-phenoxybenzene). Yield: 96.4%. As a reaction SMILES: [C:1]1([OH:7])[CH:6]=[CH:5][CH:4]=[CH:3][CH:2]=1.[H-].[Na+].Cl[C:11]1[CH:16]=[CH:15][C:14]([Cl:17])=[CH:13][C:12]=1[N+:18]([O-:20])=[O:19]>CN(C=O)C>[Cl:17][C:14]1[CH:15]=[CH:16][C:11]([O:7][C:1]2[CH:6]=[CH:5][CH:4]=[CH:3][CH:2]=2)=[C:12]([N+:18]([O-:20])=[O:19])[CH:13]=1 |f:1.2|. Reported procedure: To a stirred solution of phenol (36.6 g, 0.39 mol) in DMF (250 mL) was added sodium hydride (10 g, 0.42 mol) in portions. To the resulting solution was added a solution of 2,5-dichloronitrobenzene (68 g, 0.35 mol) in DMF (500 mL), and the mixture was stirred for 16 hours. The solvent was removed under reduced pressure, and the residue was takene up in EtOAc (400 mL) and extracted with brine (saturated, 400 mL). The product was distilled to yield a yellow liquid (84.2 g, 95%), which had a boiling...